From a dataset of the Open Reaction Database (ORD), a public repository of structured organic reaction records. describe an organic reaction: reactants, conditions, products, and yield Starting materials: C(C)(C)(C)OC(=O)N1CCN(CC1)C1=NC=NC(=N1)Cl (4-(4-chloro-1,3,5-triazin-2-yl)piperazine-1-carboxylic acid tert-butyl ester), CC1(OB(OC1(C)C)C1=CC=2C(CCC(C2C=C1)(C)C)(C)C)C (4,4,5,5-tetramethyl-2-(5,5,8,8-tetramethyl-5,6,7,8-tetrahydronaphthalen-2-yl)-1,3,2-dioxaborolane). Yields the product C(C)(C)(C)OC(=O)N1CCN(CC1)C1=NC=NC(=N1)C1=CC=2C(CCC(C2C=C1)(C)C)(C)C (4-[4-(5,5,8,8-Tetramethyl-5,6,7,8-tetrahydronaphthalen-2-yl)-1,3,5-triazin-2-yl]piperazine-1-carboxylic acid tert-butyl ester). RXN SMILES: [C:1]([O:5][C:6]([N:8]1[CH2:13][CH2:12][N:11]([C:14]2[N:19]=[C:18](Cl)[N:17]=[CH:16][N:15]=2)[CH2:10][CH2:9]1)=[O:7])([CH3:4])([CH3:3])[CH3:2].CC1(C)C(C)(C)OB([C:29]2[CH:38]=[CH:37][C:36]3[C:35]([CH3:40])([CH3:39])[CH2:34][CH2:33][C:32]([CH3:42])([CH3:41])[C:31]=3[CH:30]=2)O1>>[C:1]([O:5][C:6]([N:8]1[CH2:13][CH2:12][N:11]([C:14]2[N:19]=[C:18]([C:38]3[CH:29]=[CH:30][C:31]4[C:32]([CH3:42])([CH3:41])[CH2:33][CH2:34][C:35]([CH3:40])([CH3:39])[C:36]=4[CH:37]=3)[N:17]=[CH:16][N:15]=2)[CH2:10][CH2:9]1)=[O:7])([CH3:4])([CH3:3])[CH3:2]. Procedure: The preparation is carried out analogously to FS 102 starting from 4-(4-chloro-1,3,5-triazin-2-yl)piperazine-1-carboxylic acid tert-butyl ester (preparation analogous to US 2005/59668) and 4,4,5,5-tetramethyl-2-(5,5,8,8-tetramethyl-5,6,7,8-tetrahydronaphthalen-2-yl)-1,3,2-dioxaborolane. The reactants are [BH3-]C#N.[Na+] (NaCNBH3), Cl.COC([C@@H](N)CC(C)C)=O (L-leucine methyl ester hydrochloride), FC(C(=O)C1=CC=CC=C1)(F)F (2,2,2-trifluoroacetophenone), C(C)(C)N(CC)C(C)C (diisopropylethylamine), [OH-].[Na+] (NaOH). Reagents/catalysts: Cl[Ti](Cl)(Cl)Cl (TiCl4), Cl[Ti](Cl)(Cl)Cl (TiCl4). The solvent is CO (MeOH), ClCCl (dichloromethane), ClCCl (dichloromethane). Run at time 8 hour. The product is FC(C(C1=CC=CC=C1)N[C@@H](CC(C)C)C(=O)OC)(F)F (methyl N-(2,2,2-trifluoro-1-phenylethyl)-L-leucinate). RXN SMILES: Cl.[CH3:2][O:3][C:4](=[O:11])[C@H:5]([CH2:7][CH:8]([CH3:10])[CH3:9])[NH2:6].[F:12][C:13]([F:23])([F:22])[C:14]([C:16]1[CH:21]=[CH:20][CH:19]=[CH:18][CH:17]=1)=O.C(N(C(C)C)CC)(C)C.[BH3-]C#N.[Na+].[OH-].[Na+]>ClCCl.CO.Cl[Ti](Cl)(Cl)Cl>[F:12][C:13]([F:22])([F:23])[CH:14]([NH:6][C@H:5]([C:4]([O:3][CH3:2])=[O:11])[CH2:7][CH:8]([CH3:10])[CH3:9])[C:16]1[CH:21]=[CH:20][CH:19]=[CH:18][CH:17]=1 |f:0.1,4.5,6.7|. Procedure: To a solution of L-leucine methyl ester hydrochloride (975 mg, 5.37 mmol) in dichloromethane (30 mL) was added 2,2,2-trifluoroacetophenone (0.75 mL, 5.34 mmol) and diisopropylethylamine (3.5 mL, 20 mmol). TiCl4 (0.55 mL, 5.0 mmol) in 0.45 mL dichloromethane was added dropwise, and the mixture was stirred overnight. Additional TiCl4 (0.4 mL, 3.6 mmol) was then added and the mixture was stirred 3 h. A solution of NaCNBH3 (1050 mg, 16.7 mmol) in MeOH (20 mL) was added and the mixture was stirred 2 ... Reactants: Cl (hydrochloric acid), BrC=1SC(=CC1C1CC(C=2C(=CC=NC2C1)C)=O)Br (7-(2,5-dibromothiophen-3-yl)-4-methyl-5,6,7,8-tetrahydroquinolin-5-one), C1(=CC=C(C=C1)S(=O)(=O)O)C.NNC(=N)NO (1-amino-3-hydroxyguanidine p-toluenesulfonate). Run in C(C)O (ethanol). Run at temperature 90 celsius, time 2 hour. Product: Cl.BrC=1SC(=CC1C1CC(C=2C(=CC=NC2C1)C)=NNC(NO)=N)Br (7-(2,5-dibromothiophen-3-yl)-5-(1-hydroxyguanidin-3-yl)imino-4-methyl-5,6,7,8-tetrahydroquinoline hydrochloride). RXN SMILES: [Br:1][C:2]1[S:3][C:4]([Br:19])=[CH:5][C:6]=1[CH:7]1[CH2:16][C:15]2[N:14]=[CH:13][CH:12]=[C:11]([CH3:17])[C:10]=2[C:9](=O)[CH2:8]1.C1(C)C=CC(S(O)(=O)=O)=CC=1.[NH2:31][NH:32][C:33]([NH:35][OH:36])=[NH:34].[ClH:37]>C(O)C>[ClH:37].[Br:1][C:2]1[S:3][C:4]([Br:19])=[CH:5][C:6]=1[CH:7]1[CH2:16][C:15]2[N:14]=[CH:13][CH:12]=[C:11]([CH3:17])[C:10]=2[C:9](=[N:31][NH:32][C:33](=[NH:34])[NH:35][OH:36])[CH2:8]1 |f:1.2,5.6|. Procedure details: To a mixture of 7-(2,5-dibromothiophen-3-yl)-4-methyl-5,6,7,8-tetrahydroquinolin-5-one (0.07 g) and 1-amino-3-hydroxyguanidine p-toluenesulfonate (58 mg) were added ethanol (1.5 ml) and concentrated hydrochloric acid (0.04 ml), and the mixture was stirred at 90° C. for 2 hours. Under reduced pressure, the solvent was evaporated, and to the residue was added 0.2N sodium hydroxide solution (10 ml). The mixture was extracted with ethyl acetate (30 ml) and tetrahydrofuran (20 ml). The organic layer ... Procedure: Diethyl azodicarboxylate (910 μL, 5.78 mmol) was slowly added to a solution of 3-[3-(2-nitrophenylsulfonyloxy)-5-methylphenoxy]propanol (1.77 g, 4.82 mmol), as prepared in the preceding step, triphenylphosphine (1.52 g, 5.80 mmol), and N-hydroxyphthalimide (864 mg, 530 mmol) in tetrahydrofuran (10 mL) at 0° C. The reaction mixture was stirred at room temperature overnight. The reaction mixture was concentrated and the product purified by flash chromatography (dichloromethane) to give 2.33 g (95%... Yields the product [N+](=O)([O-])C1=C(C=CC=C1)S(=O)(=O)OC=1C=C(OCCCON2C(C=3C(C2=O)=CC=CC3)=O)C=C(C1)C (N-[3-[3-(2-Nitrophenylsulfonyloxy)-5-methylphenoxy]propoxy]phthalimide). Run at time 8 hour. Solvent: O1CCCC1 (tetrahydrofuran). Isolated yield 94.3%. Starting materials: N(=NC(=O)OCC)C(=O)OCC (Diethyl azodicarboxylate), [N+](=O)([O-])C1=C(C=CC=C1)S(=O)(=O)OC=1C=C(OCCCO)C=C(C1)C (3-[3-(2-nitrophenylsulfonyloxy)-5-methylphenoxy]propanol), C1(=CC=CC=C1)P(C1=CC=CC=C1)C1=CC=CC=C1 (triphenylphosphine), ON1C(C=2C(C1=O)=CC=CC2)=O (N-hydroxyphthalimide). Reaction SMILES: N(C(OCC)=O)=NC(OCC)=O.[N+:13]([C:16]1[CH:21]=[CH:20][CH:19]=[CH:18][C:17]=1[S:22]([O:25][C:26]1[CH:27]=[C:28]([CH:34]=[C:35]([CH3:37])[CH:36]=1)[O:29][CH2:30][CH2:31][CH2:32][OH:33])(=[O:24])=[O:23])([O-:15])=[O:14].C1(P(C2C=CC=CC=2)C2C=CC=CC=2)C=CC=CC=1.O[N:58]1[C:62](=[O:63])[C:61]2=[CH:64][CH:65]=[CH:66][CH:67]=[C:60]2[C:59]1=[O:68]>O1CCCC1>[N+:13]([C:16]1[CH:21]=[CH:20][CH:19]=[CH:18][C:17]=1[S:22]([O:25][C:26]1[CH:27]=[C:28]([CH:34]=[C:35]([CH3:37])[CH:36]=1)[O:29][CH2:30][CH2:31][CH2:32][O:33][N:58]1[C:59](=[O:68])[C:60]2=[CH:67][CH:66]=[CH:65][CH:64]=[C:61]2[C:62]1=[O:63])(=[O:24])=[O:23])([O-:15])=[O:14]. Starting materials: Cc1c(-c2ccc(F)cc2Cl)nc(Br)c(N)c1Br, CC(C)(C)ON=O, C1CCOC1. Yields the product Cc1c(Br)cc(Br)nc1-c1ccc(F)cc1Cl. RXN SMILES: [Br:1][c:2]1[n:3][c:4](-[c:11]2[c:12]([Cl:18])[cH:13][c:14]([F:17])[cH:15][cH:16]2)[c:5]([CH3:10])[c:6]([Br:9])[c:7]1[NH2:8].[C:19]([O:20][N:21]=[O:22])([CH3:23])([CH3:24])[CH3:25].[CH2:26]1[O:27][CH2:28][CH2:29][CH2:30]1>>[Br:1][c:2]1[n:3][c:4](-[c:11]2[c:12]([Cl:18])[cH:13][c:14]([F:17])[cH:15][cH:16]2)[c:5]([CH3:10])[c:6]([Br:9])[cH:7]1. Starting materials: NC1=NC2=NC=C(N=C2C(=N1)N)CN(C1=CC=CC=C1)C1=CC=CC=C1 (N-[(2,4-diaminopteridin-6-yl)methyl]-N,N-diphenylamine), Br.NC1=NC=C(C(=N1)N)CBr (2,4-diamino-5-bromomethylpyrimidine hydrobromide), C1=CC=CC=2NC3=CC=CC=C3CC12 (9,10-dihydroacridine), [H-].[Na+] (NaH). Yields the product NC1=NC(=CC(=N1)N)CN1C=2C=CC=CC2CC2=CC=CC=C12 (N-[(2,4-Diaminopyrimidin-6-yl)methyl]-9,10-dihydroacridine). Reaction SMILES: [NH2:1][C:2]1[N:11]=[C:10](N)[C:9]2[C:4](=[N:5]C=C(CN(C3C=CC=CC=3)C3C=CC=CC=3)N=2)[N:3]=1.[CH:27]1[C:40]2[CH2:39][C:38]3[C:33](=[CH:34][CH:35]=[CH:36][CH:37]=3)[NH:32][C:31]=2[CH:30]=[CH:29][CH:28]=1.[H-].[Na+].Br.N[C:45]1N=C(N)C(CBr)=CN=1>>[NH2:1][C:2]1[N:3]=[C:4]([NH2:5])[CH:9]=[C:10]([CH2:45][N:32]2[C:33]3[C:38](=[CH:37][CH:36]=[CH:35][CH:34]=3)[CH2:39][C:40]3[CH:27]=[CH:28][CH:29]=[CH:30][C:31]2=3)[N:11]=1 |f:2.3,4.5|. Procedure details: N-[(2,4-Diaminopyrimidin-6-yl)methyl]-9,10-dihydroacridine (Formula I: Ar=2,4-diaminopyrimidin-5-yl; W=CH2; X=N; Z=CH2; m=n=0) is prepared similarly to N-[(2,4-diaminopteridin-6-yl)methyl]-N,N-diphenylamine as disclosed above by using 9,10-dihydroacridine (134 mg, 0.8 mmol), NaH (50 mg, 2.1 mmol), and 2,4-diamino-5-bromomethylpyrimidine hydrobromide (86 mg, 0.3 mmol). The product can be purified by chromatography. Starting materials: [H-].[Na+] (NaH), C1(CC1)CCCCCCO (6-cyclopropyl-hexanol), FC=1C(=C(C=CC1)O)F (difluoro-phenol). Run in CN(C)C=O (DMF). The product is C1(CC1)CCCCCCOC1=C(C(=CC=C1)F)F (6-cyclopropylhexyloxy-2,3-difluorobenzene). Yield: 99.3%. Reaction SMILES: [H-].[Na+].[CH:3]1([CH2:6][CH2:7][CH2:8][CH2:9][CH2:10][CH2:11][OH:12])[CH2:5][CH2:4]1.[F:13][C:14]1[C:15]([F:21])=[C:16](O)[CH:17]=[CH:18][CH:19]=1>CN(C=O)C>[CH:3]1([CH2:6][CH2:7][CH2:8][CH2:9][CH2:10][CH2:11][O:12][C:16]2[CH:17]=[CH:18][CH:19]=[C:14]([F:13])[C:15]=2[F:21])[CH2:5][CH2:4]1 |f:0.1|. Procedure details: 3.9 g of NaH (60% in oil) and 20 g of 6-cyclopropyl-hexanol were added to a solution of 8.5 g of difluoro-phenol in 100 ml of DMF. After a reaction time of 24 hours at room temperature, the solution was poured onto ice and extracted with CH2Cl2. After drying (Na2SO4) and removal of the solvent by distillation, 16.5 g of 6-cyclopropylhexyloxy-2,3-difluorobenzene were obtained as a colorless oil. Reactants: ClC1=CC=NC2=NC(=CN=C21)C2=NC=C(C(=O)N)C=C2C(F)(F)F (6-(8-chloropyrido[2,3-b]pyrazin-3-yl)-5-(trifluoromethyl)nicotinamide), NC1=NC2=CC=CC=C2N=C1 (2-aminoquinoxaline). Yields the product N1=C(C=NC2=CC=CC=C12)NC1=CC=NC2=NC(=CN=C21)C2=NC=C(C(=O)N)C=C2C(F)(F)F (6-(8-(Quinoxalin-2-ylamino)pyrido[2,3-b]pyrazin-3-yl)-5-(trifluoromethyl)nicotinamide). Reaction SMILES: Cl[C:2]1[C:11]2[C:6](=[N:7][C:8]([C:12]3[C:20]([C:21]([F:24])([F:23])[F:22])=[CH:19][C:15]([C:16]([NH2:18])=[O:17])=[CH:14][N:13]=3)=[CH:9][N:10]=2)[N:5]=[CH:4][CH:3]=1.[NH2:25][C:26]1[CH:35]=[N:34][C:33]2[C:28](=[CH:29][CH:30]=[CH:31][CH:32]=2)[N:27]=1>>[N:27]1[C:28]2[C:33](=[CH:32][CH:31]=[CH:30][CH:29]=2)[N:34]=[CH:35][C:26]=1[NH:25][C:2]1[C:11]2[C:6](=[N:7][C:8]([C:12]3[C:20]([C:21]([F:24])([F:23])[F:22])=[CH:19][C:15]([C:16]([NH2:18])=[O:17])=[CH:14][N:13]=3)=[CH:9][N:10]=2)[N:5]=[CH:4][CH:3]=1. Reported procedure: Heat a mixture of 6-(8-chloropyrido[2,3-b]pyrazin-3-yl)-5-(trifluoromethyl)nicotinamide (70.6 mg, 0.2 mmol) and 2-aminoquinoxaline (85.8 mg, 0.6 mmol) in a screw cap vial at 140° C. for 20 hours under N2 atmosphere. Purify the reaction mixture by column chromatography using 1-2% MeOH/EtOAc as eluent to afford the title compound as a yellow solid. 1H NMR (400 MHz, CDCl3) δ 11.017 (s, 1H), 9.461 (s, 2H), 9.335 (d, 1H, J=1.1 Hz), 9.307 (s, 1H), 9.129 (d, 1H, J=1.3 Hz), 8.836 (s, 1H), 8.557(s, 1H), ... Reactants: [H-].[Na+] (NaH), C1(CCCCC1)NC1=NC=CC(=N1)C1=CNC2=NC=CC=C21 (Cyclohexyl-[4-(1H-pyrrolo[2,3-b]pyridin-3-yl)-pyrimidin-2-yl]-amine), Cl.CN(CCCl)C (2-(dimethylamino)ethyl chloride hydrochloride). The solvent is CN(C)C=O (DMF). Reaction conditions: temperature 45 celsius, time 1 hour. Yields the product C1(CCCCC1)NC1=NC=CC(=N1)C1=CN(C2=NC=CC=C21)CCN(C)C (Cyclohexyl-{4-[1-(2-dimethylaminoethyl)-1H-pyrrolo[2,3-b]pyridin-3-yl]-pyrimidin-2-yl}-amine). Isolated yield 51.4%. RXN SMILES: [CH:1]1([NH:7][C:8]2[N:13]=[C:12]([C:14]3[C:22]4[C:17](=[N:18][CH:19]=[CH:20][CH:21]=4)[NH:16][CH:15]=3)[CH:11]=[CH:10][N:9]=2)[CH2:6][CH2:5][CH2:4][CH2:3][CH2:2]1.[H-].[Na+].Cl.[CH3:26][N:27]([CH3:31])[CH2:28][CH2:29]Cl>CN(C=O)C>[CH:1]1([NH:7][C:8]2[N:13]=[C:12]([C:14]3[C:22]4[C:17](=[N:18][CH:19]=[CH:20][CH:21]=4)[N:16]([CH2:29][CH2:28][N:27]([CH3:31])[CH3:26])[CH:15]=3)[CH:11]=[CH:10][N:9]=2)[CH2:2][CH2:3][CH2:4][CH2:5][CH2:6]1 |f:1.2,3.4|. Procedure details: Compound 13 (25 mg) was dissolved in DMF (1 mL) and NaH (5 mg) was added. The mixture was stirred for 1 hr, followed by addition of 2-(dimethylamino)ethyl chloride hydrochloride (10 mg). After being warmed to 45° C. for 2 hrs, the solution was concentrated and the residue was purified by flash chromatography [silica gel, DCM:MeOH/9.5:0.5] to afford 13 mg (42%) of the desired product. 1H NMR (400 MHz, CDCl3) δ 8.72 (d, 1 H), 8.35 (d, 1 H), 8.18 (d, 1 H), 7.92 (s, 1 H), 7.15 (dd, 1 H), 6.80 (d, 1 ...